Dataset: the Open Reaction Database (ORD), a public repository of structured organic reaction records. Task: describe an organic reaction: reactants, conditions, products, and yield Starting materials: CCOCCO, Nc1ccc(Cl)cc1F, COc1ccc2ncc(C#N)c(Cl)c2c1, Cl, c1ccncc1. The product is COc1ccc2ncc(C#N)c(Nc3ccc(Cl)cc3F)c2c1. As a reaction SMILES: [CH3:32][CH2:33][O:34][CH2:35][CH2:36][OH:37].[Cl:16][c:17]1[cH:18][c:19]([F:24])[c:20]([NH2:21])[cH:22][cH:23]1.[Cl:1][c:2]1[c:3]([C:14]#[N:15])[cH:4][n:5][c:6]2[cH:7][cH:8][c:9]([O:12][CH3:13])[cH:10][c:11]12.[ClH:25].[n:26]1[cH:27][cH:28][cH:29][cH:30][cH:31]1>>[c:2]1([NH:21][c:20]2[c:19]([F:24])[cH:18][c:17]([Cl:16])[cH:23][cH:22]2)[c:3]([C:14]#[N:15])[cH:4][n:5][c:6]2[cH:7][cH:8][c:9]([O:12][CH3:13])[cH:10][c:11]12. The reactants are C(C)OC(C1=C(C=C(C=C1)OC1=CC=CC=C1)C(Br)Br)=O (2-Dibromomethyl-4-phenoxy-benzoic acid ethyl ester), O1CCCC1 (tetrahydrofuran). Reagents/catalysts: [N+](=O)([O-])[O-].[Ag+] (Silver nitrate). Run in O (water). Yields the product C(C)OC(C1=C(C=C(C=C1)OC1=CC=CC=C1)C=O)=O (2-Formyl-4-phenoxy-benzoic acid ethyl ester). As a reaction SMILES: [CH2:1]([O:3][C:4](=[O:21])[C:5]1[CH:10]=[CH:9][C:8]([O:11][C:12]2[CH:17]=[CH:16][CH:15]=[CH:14][CH:13]=2)=[CH:7][C:6]=1[CH:18](Br)Br)[CH3:2].[O:22]1CCCC1>O.[N+]([O-])([O-])=O.[Ag+]>[CH2:1]([O:3][C:4](=[O:21])[C:5]1[CH:10]=[CH:9][C:8]([O:11][C:12]2[CH:17]=[CH:16][CH:15]=[CH:14][CH:13]=2)=[CH:7][C:6]=1[CH:18]=[O:22])[CH3:2] |f:3.4|. Procedure details: 2-Dibromomethyl-4-phenoxy-benzoic acid ethyl ester (2.07 g) was dissolved in tetrahydrofuran (40 mL) and water (15 mL). Silver nitrate (2.56 g) was added. The resulting mixture was heated to reflux for 5 h. The precipitate was filtered off and the reaction was diluted with ethyl acetate. The organic layer was separated and the aqueous layer was extracted again with ethyl acetate. The combined ethyl acetate layer was washed with saturated sodium bicarbonate solution, brine, and dried with magnesi... Reactants: NCC1CC=2C(=C3C=CC(NC3=C(C2)C)=O)O1 ((+)-2-Aminomethyl-5-methyl-2,3,6,7-tetrahydrofuro-[2,3-f]quinoline-7-one), C(Cl)(Cl)Cl (chloroform), C(C)(=O)OC(C)=O (acetic anhydride), C(=O)OC=O (formic anhydride). Run in O1CCCC1 (tetrahydrofuran), CCOCC (ether). Conditions: temperature 70 celsius. Product: C(=O)NCC1CC=2C(=C3C=CC(NC3=C(C2)C)=O)O1 ((+)-2-Formylaminomethyl-5-methyl-2,3,6,7-tetrahydrofuro-[2,3-f]quinoline-7-one). RXN SMILES: [NH2:1][CH2:2][CH:3]1[O:17][C:6]2=[C:7]3[C:12](=[C:13]([CH3:15])[CH:14]=[C:5]2[CH2:4]1)[NH:11][C:10](=[O:16])[CH:9]=[CH:8]3.C(Cl)(Cl)Cl.[C:22](OC(=O)C)(=[O:24])C.C(OC=O)=O>O1CCCC1.CCOCC>[CH:22]([NH:1][CH2:2][CH:3]1[O:17][C:6]2=[C:7]3[C:12](=[C:13]([CH3:15])[CH:14]=[C:5]2[CH2:4]1)[NH:11][C:10](=[O:16])[CH:9]=[CH:8]3)=[O:24]. Procedure: (+)-2-Aminomethyl-5-methyl-2,3,6,7-tetrahydrofuro-[2,3-f]quinoline-7-one (1.17 g, 5.08 mmol) was suspended in tetrahydrofuran (30 ml)--chloroform (30 ml). To the suspension, acetic anhydride--formic anhydride (2.24 g, 25.4 mmol) was added, and refluxed with heat in a bath of 70° C. for 3 hours. The resulting reaction mixture was cooled at room temperature, and combined with ether. The insoluble matter, which was collected by filtration, was recrystallized from chloroform--methanol--ether. As a r... The reactants are N(=O)OC (Methyl nitrite), ice, FC1=C(C=CC(=C1)F)SC1=C(NS(=O)(=O)C)C=CC(=C1)C(CC)=O (2'-(2,4-difluorophenylthio)-4'-propionylmethanesulfonanilide). Yields the product FC1=C(C=CC(=C1)F)SC1=C(NS(=O)(=O)C)C=CC(=C1)C(C(C)=NO)=O (2'-(2,4-difluorophenylthio)-4'[2-(hydroxyimino)-1-oxopropyl]methanesulfonanilide). Run at temperature 3 celsius, time 5 hour. Yield: 91.3%. Procedure details: Methyl nitrite [prepared from sodium nitrite (1.4 g), methanol (0.9 ml) and sulfuric acid (0.7 ml) in water (2.3 ml)] was introduced into an ice-cooled mixture of 2'-(2,4-difluorophenylthio)-4'-propionylmethanesulfonanilide (2.54 g) in tetrahydrofuran (10 ml) and 12% hydrogen chloride in ether (10 ml). The mixture was stirred for 5 hours at 3° C. and evaporated. The residual solid was recrystallized from ethanol to give colorless crystals of 2'-(2,4-difluorophenylthio)-4'[2-(hydroxyimino)-1-oxop... The solvent is O1CCCC1 (tetrahydrofuran), Cl (hydrogen chloride), CCOCC (ether). As a reaction SMILES: [N:1](OC)=[O:2].[F:5][C:6]1[CH:11]=[C:10]([F:12])[CH:9]=[CH:8][C:7]=1[S:13][C:14]1[CH:24]=[C:23]([C:25](=[O:28])[CH2:26][CH3:27])[CH:22]=[CH:21][C:15]=1[NH:16][S:17]([CH3:20])(=[O:19])=[O:18]>O1CCCC1.Cl.CCOCC>[F:5][C:6]1[CH:11]=[C:10]([F:12])[CH:9]=[CH:8][C:7]=1[S:13][C:14]1[CH:24]=[C:23]([C:25](=[O:28])[C:26](=[N:1][OH:2])[CH3:27])[CH:22]=[CH:21][C:15]=1[NH:16][S:17]([CH3:20])(=[O:19])=[O:18].